describe an organic reaction: reactants, conditions, products, and yield From a dataset of the Open Reaction Database (ORD), a public repository of structured organic reaction records. Procedure details: A mixture of ethyl 4-[3-(3-hydroxybenzoyl)indol-1yl]butyrate (984 mg), benzyl 2-bromo-2-[4-isobutylphenyl)acetate (362 mg) and diisopropylethylamine (362 mg) in dichloromethane (10 ml) was stirred at 25° C. for 20 hours, and then refluxed for 70 hours. The mixture was partitioned between ethyl acetate and 1N hydrochloric acid. The organic layer was separated, washed with water and brine, dried over magnesium sulfate, and evaporated. The residue was chromatographed on silica gel (20 g) eluting wi... Isolated yield 165.9%. RXN SMILES: [OH:1][C:2]1[CH:3]=[C:4]([CH:24]=[CH:25][CH:26]=1)[C:5]([C:7]1[C:15]2[C:10](=[CH:11][CH:12]=[CH:13][CH:14]=2)[N:9]([CH2:16][CH2:17][CH2:18][C:19]([O:21][CH2:22][CH3:23])=[O:20])[CH:8]=1)=[O:6].Br[CH:28]([C:39]1[CH:44]=[CH:43][C:42]([CH2:45][CH:46]([CH3:48])[CH3:47])=[CH:41][CH:40]=1)[C:29]([O:31][CH2:32][C:33]1[CH:38]=[CH:37][CH:36]=[CH:35][CH:34]=1)=[O:30].C(N(C(C)C)CC)(C)C>ClCCl>[CH2:32]([O:31][C:29]([CH:28]([C:39]1[CH:40]=[CH:41][C:42]([CH2:45][CH:46]([CH3:48])[CH3:47])=[CH:43][CH:44]=1)[O:1][C:2]1[CH:3]=[C:4]([CH:24]=[CH:25][CH:26]=1)[C:5]([C:7]1[C:15]2[C:10](=[CH:11][CH:12]=[CH:13][CH:14]=2)[N:9]([CH2:16][CH2:17][CH2:18][C:19]([O:21][CH2:22][CH3:23])=[O:20])[CH:8]=1)=[O:6])=[O:30])[C:33]1[CH:34]=[CH:35][CH:36]=[CH:37][CH:38]=1. Product: C(C1=CC=CC=C1)OC(=O)C(OC=1C=C(C(=O)C2=CN(C3=CC=CC=C23)CCCC(=O)OCC)C=CC1)C1=CC=C(C=C1)CC(C)C (ethyl 4-[3-[3-[(benzyloxycarbonyl)(4isobutylphenyl)methoxy]benzoyl]indol-1-yl]butyrate). Run in ClCCl (dichloromethane). Run at temperature 25 celsius, time 20 hour. Starting materials: OC=1C=C(C(=O)C2=CN(C3=CC=CC=C23)CCCC(=O)OCC)C=CC1 (ethyl 4-[3-(3-hydroxybenzoyl)indol-1yl]butyrate), BrC(C(=O)OCC1=CC=CC=C1)C1=CC=C(C=C1)CC(C)C (benzyl 2-bromo-2-[4-isobutylphenyl)acetate), C(C)(C)N(CC)C(C)C (diisopropylethylamine). RXN SMILES: P([O-])([O-])([O-])=O.[K+].[K+].[K+].CNCCNC.I[C:16]1[CH:21]=[CH:20][C:19]([CH2:22][NH2:23])=[CH:18][CH:17]=1.[NH:24]1[CH2:29][CH2:28][CH2:27][CH2:26][C:25]1=[O:30]>[Cu](I)I.C1(C)C=CC=CC=1>[NH2:23][CH2:22][C:19]1[CH:20]=[CH:21][C:16]([N:24]2[CH2:29][CH2:28][CH2:27][CH2:26][C:25]2=[O:30])=[CH:17][CH:18]=1 |f:0.1.2.3|. The reagents and catalysts are [Cu](I)I (copper iodide). Procedure: To a mixture of 41 mg of copper iodide, 1.82 g of tripotassium phosphate, 38 mg of N,N′-dimethylethylenediamine, 1.00 g of 1-(4-iodophenyl)methyl amine, and 510 mg of 2-piperidone was added 4.29 mL of toluene, followed by stirring at 80° C. overnight under an argon atmosphere. The reaction liquid was filtered through Celite, the filtrate was then concentrated under reduced pressure, and the obtained residue was purified by silica gel column chromatography (chloroform:methanol=10:1) to obtain 552... The product is NCC1=CC=C(C=C1)N1C(CCCC1)=O (1-[4-(aminomethyl)phenyl]piperidine-2-one). Solvent: C1(=CC=CC=C1)C (toluene). Run at temperature 80 celsius, time 8 hour. The yield is 63.0%. Starting materials: P(=O)([O-])([O-])[O-].[K+].[K+].[K+] (tripotassium phosphate), CNCCNC (N,N′-dimethylethylenediamine), IC1=CC=C(C=C1)CN (1-(4-iodophenyl)methyl amine), N1C(CCCC1)=O (2-piperidone). Reactants: ClC=1C(=NOC1NS(=O)(=O)C1=C(SC=C1)C(=O)O)C (3-[(4-chloro-3-methyl-1,2-oxazol-5-yl)sulfamoyl]thiophene-2-carboxylic acid), aqueous solution, Cl (hydrochloric acid), C(=O)(N1C=NC=C1)N1C=NC=C1 (1,1′-carbonyldiimidazole), N1C=NC=C1 (Imidazole), Cl.CNOC (N,O-dimethylhydroxylamine hydrochloride). Run in O1CCCC1 (tetrahydrofuran). Reaction conditions: time 30 minute. Product: ClC=1C(=NOC1NS(=O)(=O)C1=C(SC=C1)C(=O)N(C)OC)C (3-[(4-chloro-3-methyl-1,2-oxazol-5-yl)sulfamoyl]-N-methoxy-N-methylthiophene-2-carboxamide). The yield is 52.6%. Reaction SMILES: [Cl:1][C:2]1[C:3]([CH3:19])=[N:4][O:5][C:6]=1[NH:7][S:8]([C:11]1[CH:15]=[CH:14][S:13][C:12]=1[C:16]([OH:18])=O)(=[O:10])=[O:9].C(N1C=CN=C1)(N1C=CN=C1)=O.N1C=CN=C1.Cl.[CH3:38][NH:39][O:40][CH3:41].Cl>O1CCCC1>[Cl:1][C:2]1[C:3]([CH3:19])=[N:4][O:5][C:6]=1[NH:7][S:8]([C:11]1[CH:15]=[CH:14][S:13][C:12]=1[C:16]([N:39]([O:40][CH3:41])[CH3:38])=[O:18])(=[O:9])=[O:10] |f:3.4|. Procedure: To a mixture of 3-[(4-chloro-3-methyl-1,2-oxazol-5-yl)sulfamoyl]thiophene-2-carboxylic acid (2.5 g, 7.8 mmol) described in Production Example 1-1 and tetrahydrofuran (25 mL) was added 1,1′-carbonyldiimidazole (2.0 g, 12 mmol) at room temperature, followed by stirring at that temperature for 30 minutes. Imidazole (1.1 g, 16 mmol) and N,O-dimethylhydroxylamine hydrochloride (1.2 g, 12 mmol) were added successively at room temperature to the reaction mixture, followed by stirring at that temperatur... The reactants are CC(C)CCC[C@@H](C)[C@H]1CC[C@H]2[C@@H]3CC[C@H]4C[C@H](CC[C@]4(C)[C@H]3CC[C@]12C)O.C(C1=CC=CC=C1)(=[Se])[O-] (5α-Cholestan-3β-ol selenobenzoate), COC1=CC=C(C=C1)[Te](=O)C1=CC=C(C=C1)OC (bis-(p-methoxyphenyl)-telluroxide). The product is CC(C)CCC[C@@H](C)[C@H]1CC[C@H]2[C@@H]3CC[C@H]4C[C@H](CC[C@]4(C)[C@H]3CC[C@]12C)O.C(C1=CC=CC=C1)(=O)[O-] (5α-Cholestan-3β-ol benzoate). Yield: 93.0%. As a reaction SMILES: [CH3:1][CH:2]([CH2:4][CH2:5][CH2:6][C@H:7]([C@@H:9]1[C@:26]2([CH3:27])[C@H:12]([C@H:13]3[C@H:23]([CH2:24][CH2:25]2)[C@:21]2([CH3:22])[C@H:16]([CH2:17][C@@H:18]([OH:28])[CH2:19][CH2:20]2)[CH2:15][CH2:14]3)[CH2:11][CH2:10]1)[CH3:8])[CH3:3].[C:29]([O-:37])(=[Se])[C:30]1[CH:35]=[CH:34][CH:33]=[CH:32][CH:31]=1.C[O:39]C1C=CC([Te](C2C=CC(OC)=CC=2)=O)=CC=1>>[CH3:3][CH:2]([CH2:4][CH2:5][CH2:6][C@H:7]([C@@H:9]1[C@:26]2([CH3:27])[C@H:12]([C@H:13]3[C@H:23]([CH2:24][CH2:25]2)[C@:21]2([CH3:22])[C@H:16]([CH2:17][C@@H:18]([OH:28])[CH2:19][CH2:20]2)[CH2:15][CH2:14]3)[CH2:11][CH2:10]1)[CH3:8])[CH3:1].[C:29]([O-:37])(=[O:39])[C:30]1[CH:35]=[CH:34][CH:33]=[CH:32][CH:31]=1 |f:0.1,3.4|. Procedure details: 5α-Cholestan-3β-ol-selenobenzoate (278 mg, 0.50 mmol) was reacted with bis-(p-methoxyphenyl)-telluroxide for 0.3 h. 5α-Cholestan-3β-ol-benzoate (229 mg, 93%) was obtained after p.l.c. (petroleum ether-ethyl acetate 9:1). The product obtained was recrystallized from ethyl acetate (198 mg, 80%) m.p. 136°-137° (lit., 136°-137°). The reactants are N1N=C(N=C1)C(=O)N (1,2,4-triazole-3-carboxamide), C(C1=CC=CC=C1)(=O)Cl (benzoyl chloride), C(C)OCC (diethyl ether). Run in C(C)N(CC)CC (triethylamine). The product is C(C1=CC=CC=C1)(=O)C1=NC(=NN1)C(=O)N (Benzoyl-s-triazole-3-carboxamide). Reaction SMILES: [NH:1]1[CH:5]=[N:4][C:3]([C:6]([NH2:8])=[O:7])=[N:2]1.[C:9](Cl)(=[O:16])[C:10]1[CH:15]=[CH:14][CH:13]=[CH:12][CH:11]=1.C(OCC)C>C(N(CC)CC)C>[C:9]([C:5]1[NH:1][N:2]=[C:3]([C:6]([NH2:8])=[O:7])[N:4]=1)(=[O:16])[C:10]1[CH:15]=[CH:14][CH:13]=[CH:12][CH:11]=1. Procedure: To a cooled, stirred mixture of 3 g. of 1,2,4-triazole-3-carboxamide and 4 g. of benzoyl chloride in 125 ml. of anhydrous diethyl ether is added rapidly 2.75 g. of triethylamine. The cooling bath is removed and the mixture is stirred at room temperature for 18 hours. The heterogeneous mixture is filtered and washed successively with diethyl ether, cold water and then diethyl ether and dried in vacuo for 4 hours yielding 4 g. of colorless solid. This solid is extracted with hot, dry acetonitrile ... Starting materials: Cc1cccc(Br)c1, N#Cc1ccccc1Br. The product is Cc1cccc(-c2ccccc2C#N)c1. Reaction SMILES: [Br:1][c:2]1[cH:3][c:4]([CH3:8])[cH:5][cH:6][cH:7]1.[Br:9][c:10]1[c:11]([C:12]#[N:13])[cH:14][cH:15][cH:16][cH:17]1>>[c:2]1(-[c:10]2[c:11]([C:12]#[N:13])[cH:14][cH:15][cH:16][cH:17]2)[cH:3][c:4]([CH3:8])[cH:5][cH:6][cH:7]1. The reactants are FC1=C(C(=O)OCC[Si](C)(C)C)C=CC(=C1)I (trimethylsilanylethyl 2-fluoro-4-iodobenzoate), FC1=C(C(=O)OCC[Si](C)(C)C)C=CC(=C1)I (trimethylsilanylethyl 2-fluoro-4-iodobenzoate), C(=C)C1=CC=C(C(=O)O)C=C1 (4-vinylbenzoic acid). The product is C(=C)C1=CC=C(C(=O)OCC)C=C1 (Ethyl 4-vinylbenzoate). Reaction SMILES: F[C:2]1[CH:16]=[C:15](I)[CH:14]=[CH:13][C:3]=1[C:4]([O:6][CH2:7][CH2:8][Si](C)(C)C)=[O:5].[CH:18](C1C=CC(C(O)=O)=CC=1)=[CH2:19]>>[CH:18]([C:15]1[CH:14]=[CH:13][C:3]([C:4]([O:6][CH2:7][CH3:8])=[O:5])=[CH:2][CH:16]=1)=[CH2:19]. Procedure: Employing the same general procedure as for the preparation of trimethylsilanylethyl 2-fluoro-4-iodobenzoate (Compound D), 323 mg (2.2 mmol) of 4-vinylbenzoic acid was converted into the title compound using 462 mg (2.4 mmol) of 1-(3-dimethylaminopropyl-3-ethyl carbodiimide hydrochloride), 264 mg (2.2 mmol) of 4-dimethylaminopyridine, 0.32 ml (250 mg, 5.45 mmol) of ethanol and 16 mL of dichloromethane. Purification by flash chromatography (silica, 10% ethyl acetate in hexane) gave the title comp...